The task is: describe an organic reaction: reactants, conditions, products, and yield. This data is from the Open Reaction Database (ORD), a public repository of structured organic reaction records. Product: C(C)(=O)OCC1=C2C=CN3C2=C(C=C1)CN[C@H](C3=O)C3CN1CCC3CC1 ((S)-(1-oxo-2-(quinuclidin-3-yl)-1,2,3,4-tetrahydro-[1,4]diazepino[6,7,1-hi]indol-7-yl)methyl acetate). The reactants are OCC1=C2C=CN3C2=C(C=C1)CN[C@H](C3=O)C3CN1CCC3CC1 ((S)-7-(hydroxymethyl)-2-(quinuclidin-3-yl)-3,4-dihydro-[1,4]diazepino[6,7,1-hi]indol-1(2H)-one), C(C)(=O)OC(C)=O (acetic anhydride). The reagents and catalysts are CN(C1=CC=NC=C1)C (4-(Dimethylamino)pyridine). Solvent: N1=CC=CC=C1 (pyridine). Conditions: time 8 hour. RXN SMILES: [OH:1][CH2:2][C:3]1[CH:11]=[CH:10][C:9]2[CH2:12][NH:13][C@@H:14]([CH:17]3[CH:22]4[CH2:23][CH2:24][N:19]([CH2:20][CH2:21]4)[CH2:18]3)[C:15](=[O:16])[N:7]3[C:8]=2[C:4]=1[CH:5]=[CH:6]3.[C:25](OC(=O)C)(=[O:27])[CH3:26]>CN(C)C1C=CN=CC=1.N1C=CC=CC=1>[C:25]([O:1][CH2:2][C:3]1[CH:11]=[CH:10][C:9]2[CH2:12][NH:13][C@@H:14]([CH:17]3[CH:22]4[CH2:21][CH2:20][N:19]([CH2:24][CH2:23]4)[CH2:18]3)[C:15](=[O:16])[N:7]3[C:8]=2[C:4]=1[CH:5]=[CH:6]3)(=[O:27])[CH3:26]. Procedure: 4-(Dimethylamino)pyridine (13 mg, 0.05 mmol) was added to a solution of (S)-7-(hydroxymethyl)-2-(quinuclidin-3-yl)-3,4-dihydro-[1,4]diazepino[6,7,1-hi]indol-1(2H)-one from Step B above in a mixture of acetic anhydride (0.1 ml, 1.2 mmol) and pyridine (3 ml). The mixture was stirred overnight at room temperature, the solvent was removed under reduced pressure, and the residue was purified by column chromatography (silica gel, 90:10:1 methylene chloride/methanol/concentrated ammonium hydroxide) to ... Yield: 71.0%. Reactants: P(=O)(Cl)(Cl)Cl (Phosphorous oxychloride), C(#N)C=1C=CC2=C(C(NC(O2)(C)C)=O)C1 (6-cyano-2,2-dimethyl-3,4-dihydro-2H-1,3-benzoxazin-4-one). Solvent: CN(C=O)C (dimethylformamide). Run at time 10 minute. Product: ClC1=NC(OC2=C1C=C(C=C2)C#N)(C)C (4-chloro-6-cyano-2,2-dimethyl-2H-1,3-benzoxazine). Reaction SMILES: P(Cl)(Cl)([Cl:3])=O.[C:6]([C:8]1[CH:9]=[CH:10][C:11]2[O:16][C:15]([CH3:18])([CH3:17])[NH:14][C:13](=O)[C:12]=2[CH:20]=1)#[N:7]>CN(C)C=O>[Cl:3][C:13]1[C:12]2[CH:20]=[C:8]([C:6]#[N:7])[CH:9]=[CH:10][C:11]=2[O:16][C:15]([CH3:18])([CH3:17])[N:14]=1. Reported procedure: Phosphorous oxychloride (0.5 ml) was added with ice-cooling to dimethylformamide (10 ml) and the mixture was stirred for 10 minutes. To the mixture was added 6-cyano-2,2-dimethyl-3,4-dihydro-2H-1,3-benzoxazin-4-one (1.0 g), and the mixture was stirred with ice-cooling for 1 hour and then at room temperature for 2 hours. The mixture was extracted with addition of ethyl acetate and ice water. The ethyl acetate layer was successively washed with an aqueous sodium bicarbonate solution and saturated ...